From a dataset of the Open Reaction Database (ORD), a public repository of structured organic reaction records. describe an organic reaction: reactants, conditions, products, and yield Starting materials: NCC=1C=C(C=CC1)NC(C(=O)NC1=CC(=C(C=C1)N1S(CCC1)(=O)=O)C)C1=CC=CC=C1 (2-(3-aminomethylphenylamino)-N-[4-(1,1-dioxoisothiazolidin-2-yl)-3-methylphenyl]-2-phenylacetamide), Cl (HCl). The solvent is CC(C)O (2-propanol). Reaction conditions: time 2 hour. Product: Cl.NCC=1C=C(C=CC1)NC(C(=O)NC1=CC(=C(C=C1)N1S(CCC1)(=O)=O)C)C1=CC=CC=C1 (2-(3-aminomethylphenylamino)-N-[4-(1,1-dioxoisothiazolidin-2-yl)-3-methylphenyl]-2-phenylacetamide, hydrochloride). RXN SMILES: [NH2:1][CH2:2][C:3]1[CH:4]=[C:5]([NH:9][CH:10]([C:28]2[CH:33]=[CH:32][CH:31]=[CH:30][CH:29]=2)[C:11]([NH:13][C:14]2[CH:19]=[CH:18][C:17]([N:20]3[CH2:24][CH2:23][CH2:22][S:21]3(=[O:26])=[O:25])=[C:16]([CH3:27])[CH:15]=2)=[O:12])[CH:6]=[CH:7][CH:8]=1.[ClH:34]>CC(O)C>[ClH:34].[NH2:1][CH2:2][C:3]1[CH:4]=[C:5]([NH:9][CH:10]([C:28]2[CH:29]=[CH:30][CH:31]=[CH:32][CH:33]=2)[C:11]([NH:13][C:14]2[CH:19]=[CH:18][C:17]([N:20]3[CH2:24][CH2:23][CH2:22][S:21]3(=[O:26])=[O:25])=[C:16]([CH3:27])[CH:15]=2)=[O:12])[CH:6]=[CH:7][CH:8]=1 |f:3.4|. Procedure details: 137 mg (0.295 mmol) of 2-(3-aminomethylphenylamino)-N-[4-(1,1-dioxoisothiazolidin-2-yl)-3-methylphenyl]-2-phenylacetamide are dissolved in 2.95 ml (0.295 mmol) of 0.1 N HCl in 2-propanol, and the mixture is left to stand at room temperature for 2 hours. The reaction mixture is evaporated and subsequently lyophilised, giving 2-(3-aminomethylphenylamino)-N-[4-(1,1-dioxoisothiazolidin-2-yl)-3-methylphenyl]-2-phenylacetamide, hydrochloride (“BB”) as a colourless solid; ESI 465.